This data is from the Open Reaction Database (ORD), a public repository of structured organic reaction records. The task is: describe an organic reaction: reactants, conditions, products, and yield The reactants are ClC=1C=C2C(=CC1)N(CC21CCN(CC1)C(=O)OC(C)(C)C)C=1C2=C(N=CN1)C(C[C@H]2C)O (tert-butyl 5-chloro-1-((5R)-7-hydroxy-5-methyl-6,7-dihydro-5H-cyclopenta[d]pyrimidin-4-yl)spiro[indoline-3,4′-piperidine]-1′-carboxylate), TEA, [N+](=O)([O-])C1=CC=C(C(=O)Cl)C=C1 (4-nitrobenzoyl chloride). Solvent: C(Cl)Cl (DCM), C(=O)(O)[O-].[Na+] (NaHCO3), C(Cl)Cl (DCM). Conditions: temperature 0 celsius, time 5 minute. Yields the product ClC=1C=C2C(=CC1)N(CC21CCN(CC1)C(=O)OC(C)(C)C)C=1C2=C(N=CN1)[C@@H](C[C@H]2C)OC(C2=CC=C(C=C2)[N+](=O)[O-])=O (tert-butyl 5-chloro-1-((5R,7R)-5-methyl-7-(4-nitrobenzoyloxy)-6,7-dihydro-5H-cyclopenta[d]pyrimidin-4-yl)spiro[indoline-3,4′-piperidine]-1′-carboxylate). The yield is 23.0%. RXN SMILES: [Cl:1][C:2]1[CH:3]=[C:4]2[C:10]3([CH2:15][CH2:14][N:13]([C:16]([O:18][C:19]([CH3:22])([CH3:21])[CH3:20])=[O:17])[CH2:12][CH2:11]3)[CH2:9][N:8]([C:23]3[C:24]4[C@H:31]([CH3:32])[CH2:30][CH:29]([OH:33])[C:25]=4[N:26]=[CH:27][N:28]=3)[C:5]2=[CH:6][CH:7]=1.[N+:34]([C:37]1[CH:45]=[CH:44][C:40]([C:41](Cl)=[O:42])=[CH:39][CH:38]=1)([O-:36])=[O:35]>C(Cl)Cl.C([O-])(O)=O.[Na+]>[Cl:1][C:2]1[CH:3]=[C:4]2[C:10]3([CH2:11][CH2:12][N:13]([C:16]([O:18][C:19]([CH3:22])([CH3:21])[CH3:20])=[O:17])[CH2:14][CH2:15]3)[CH2:9][N:8]([C:23]3[C:24]4[C@H:31]([CH3:32])[CH2:30][C@@H:29]([O:33][C:41](=[O:42])[C:40]5[CH:39]=[CH:38][C:37]([N+:34]([O-:36])=[O:35])=[CH:45][CH:44]=5)[C:25]=4[N:26]=[CH:27][N:28]=3)[C:5]2=[CH:6][CH:7]=1 |f:3.4|. Procedure details: A solution of tert-butyl 5-chloro-1-((5R)-7-hydroxy-5-methyl-6,7-dihydro-5H-cyclopenta[d]pyrimidin-4-yl)spiro[indoline-3,4′-piperidine]-1′-carboxylate (0.065 g, 0.14 mmol) and TEA (0.038 ml, 0.28 mmol) in DCM was cooled to about 0° C. To the mixture was added 4-nitrobenzoyl chloride (0.031 g, 0.17 mmol). The reaction was stirred at about 0° C. for about 5 minutes, then warmed to about room temperature and stirred for 1.5 hours. The reaction was diluted with DCM and saturated NaHCO3. The combined... Starting materials: N(N)C1=NCCC2=CC=CC=C12 (1-hydrazino-3,4-dihydroisoquinoline), C1(CCCCC1)=O (cyclohexanone), S(O)(O)(=O)=O (sulfuric acid). The product is C1(CCCCC1)=NNC1=NCCC2=CC=CC=C12 (1-(2-cyclohexylidenehydrazino)-3,4-dihydroisoquinoline). RXN SMILES: [NH:1]([C:3]1[C:12]2[C:7](=[CH:8][CH:9]=[CH:10][CH:11]=2)[CH2:6][CH2:5][N:4]=1)[NH2:2].[C:13]1(=O)[CH2:18][CH2:17][CH2:16][CH2:15][CH2:14]1.S(=O)(=O)(O)O>>[C:13]1(=[N:2][NH:1][C:3]2[C:12]3[C:7](=[CH:8][CH:9]=[CH:10][CH:11]=3)[CH2:6][CH2:5][N:4]=2)[CH2:18][CH2:17][CH2:16][CH2:15][CH2:14]1. Reported procedure: In a manner similar to that of Example 4, condensation of 1-hydrazino-3,4-dihydroisoquinoline (9.4 g.) and cyclohexanone (6.3 g.) and treatment of the reaction mixture with sulfuric acid gave an oil, which was crystallized, then recrystallized, from isopropyl alcohol-ether, affording 1-(2-cyclohexylidenehydrazino)-3,4-dihydroisoquinoline [(I: X=X'=CH2 (CH2)4C,] Y=Y'=Z=Z'=H) sulfate (15.3 g., m.p. 139°-141° C. with decomposition). Starting materials: solution, [H-].[Al+3].[Li+].[H-].[H-].[H-] (lithium aluminum hydride), C1CCOC1 (THF), CC1=C(C(=CC=C1)C)C1=NC=2CCN(C(C2C(=C1)OC)=O)C1=C(C=CC(=C1)C(C)C)C (2-(2,6-dimethylphenyl)-6-(5-isopropyl-2-methylphenyl)-4-methoxy-7,8-dihydro-1,6-naphthyridin-5(6H)-one). Conditions: time 1 hour. The product is CC1=C(C(=CC=C1)C)C1=NC=2CCN(CC2C(=C1)OC)C1=C(C=CC(=C1)C(C)C)C (2-(2,6-dimethylphenyl)-6-(5-isopropyl-2-methylphenyl)-4-methoxy-5,6,7,8-tetrahydro-1,6-naphthyridine). As a reaction SMILES: [H-].[Al+3].[Li+].[H-].[H-].[H-].C1COCC1.[CH3:12][C:13]1[CH:18]=[CH:17][CH:16]=[C:15]([CH3:19])[C:14]=1[C:20]1[CH:29]=[C:28]([O:30][CH3:31])[C:27]2[C:26](=O)[N:25]([C:33]3[CH:38]=[C:37]([CH:39]([CH3:41])[CH3:40])[CH:36]=[CH:35][C:34]=3[CH3:42])[CH2:24][CH2:23][C:22]=2[N:21]=1>>[CH3:19][C:15]1[CH:16]=[CH:17][CH:18]=[C:13]([CH3:12])[C:14]=1[C:20]1[CH:29]=[C:28]([O:30][CH3:31])[C:27]2[CH2:26][N:25]([C:33]3[CH:38]=[C:37]([CH:39]([CH3:40])[CH3:41])[CH:36]=[CH:35][C:34]=3[CH3:42])[CH2:24][CH2:23][C:22]=2[N:21]=1 |f:0.1.2.3.4.5|. Reported procedure: A 1.0 M solution of lithium aluminum hydride in THF (405 μL, 0.405 mmol) was added to a vessel containing 2-(2,6-dimethylphenyl)-6-(5-isopropyl-2-methylphenyl)-4-methoxy-7,8-dihydro-1,6-naphthyridin-5(6H)-one (42 mg, 0.101 mmol). The reaction mixture, which bubbled and turned clear orange, was stirred at room temperature. After 1 h, the reaction mixture was diluted with 1 mL of THF and cooled to 0° C. with an ice bath. 150 μL of a 9:1 THF/H2O mixture was added dropwise, followed by the slow addi... The reactants are Br (hydrogen bromide), BrBr (bromine), CC=1OC(=C(N1)C(C)=O)C (2,5-Dimethyl-4-acetyl-oxazole). The solvent is C(C)(=O)O (acetic acid), C(C)(=O)O (acetic acid), C(C)(=O)O (acetic acid). Run at temperature 100 celsius. The product is CC=1OC(=C(N1)C(CBr)=O)C (2,5-Dimethyl-4-bromoacetyl-oxazole). As a reaction SMILES: [CH3:1][C:2]1[O:3][C:4]([CH3:10])=[C:5]([C:7](=[O:9])[CH3:8])[N:6]=1.[BrH:11].BrBr>C(O)(=O)C>[CH3:1][C:2]1[O:3][C:4]([CH3:10])=[C:5]([C:7](=[O:9])[CH2:8][Br:11])[N:6]=1. Procedure: 2.8 g (0.02 mol) of 2,5-Dimethyl-4-acetyl-oxazole are dissolved in 30 ml of glacial acetic acid, and 3 ml of a 35% strength solution of hydrogen bromide in glacial acetic acid are added. The mixture is heated to 100° C. and, over the course of 1 hour, a solution of 3.2 g (0.02 mol) of bromine in 10 ml of glacial acetic acid is added. After a further 2 hours the solvent is removed, and the residue is triturated with 50 ml of ether and filtered off with suction. Reactants: OC1=C(C=NC2=CC=C(C=C12)OC)C(=O)OCC (ethyl 4-hydroxy-6-methoxy-3-quinolinecarboxylate), ClC1=CC=C(CN)C=C1 (4-chlorobenzylamine). Solvent: C1(=CC=CC=C1)C (toluene). Run at temperature 210 celsius, time 1 hour. The product is ClC1=CC=C(C=C1)CNC(=O)C=1C=NC2=CC=C(C=C2C1O)OC (N-[(4-Chlorophenyl)methyl]-4-hydroxy-6-methoxy-3-quinoline-carboxamide), light tan solid. Reaction SMILES: [OH:1][C:2]1[C:11]2[C:6](=[CH:7][CH:8]=[C:9]([O:12][CH3:13])[CH:10]=2)[N:5]=[CH:4][C:3]=1[C:14]([O:16]CC)=O.[Cl:19][C:20]1[CH:27]=[CH:26][C:23]([CH2:24][NH2:25])=[CH:22][CH:21]=1>C1(C)C=CC=CC=1>[Cl:19][C:20]1[CH:27]=[CH:26][C:23]([CH2:24][NH:25][C:14]([C:3]2[CH:4]=[N:5][C:6]3[C:11]([C:2]=2[OH:1])=[CH:10][C:9]([O:12][CH3:13])=[CH:8][CH:7]=3)=[O:16])=[CH:22][CH:21]=1. Procedure: A mixture of 320 mg of ethyl 4-hydroxy-6-methoxy-3-quinolinecarboxylate (J. Amer. Chem. Soc., 68, 1204 (1946)) and 1.0 mL of 4-chlorobenzylamine is stirred for 1 h at 210° C. The mixture is cooled to 25° C. and it is diluted with 2.0 mL of toluene. The mixture is filtered and the filtrant is dissolved in a minimum volume of refluxing glacial acetic acid. The hot solution is treated with distilled water dropwise until it becomes cloudy, and it is allowed to cool to 25° C. The precipitate is colle... Reaction SMILES: [Br:1][C:2]1[CH:11]=[C:10]2[C:5]([CH2:6][CH2:7][N:8]([C:15](=O)[C:16]([N:18]([C:30]([CH3:33])([CH3:32])[CH3:31])[CH2:19][CH2:20][O:21][CH2:22][C:23]#[C:24][C:25]3[S:29][CH:28]=[N:27][CH:26]=3)=[O:17])[CH:9]2C(O)=O)=[CH:4][C:3]=1[O:35][CH3:36].C([O-])(=O)C.[Na+].C(OCC)(=O)C.[NH4+].[OH-]>C(OC(=O)C)(=O)C.C(OCC)C>[Br:1][C:2]1[C:3]([O:35][CH3:36])=[CH:4][C:5]2[CH2:6][CH2:7][N:8]3[C:15]4[C:16](=[O:17])[N:18]([C:30]([CH3:31])([CH3:32])[CH3:33])[CH2:19][CH2:20][O:21][CH2:22][C:23]=4[C:24]([C:25]4[S:29][CH:28]=[N:27][CH:26]=4)=[C:9]3[C:10]=2[CH:11]=1 |f:1.2,4.5|. Run in C(C)OCC (diethyl ether), C(C)(=O)OC(C)=O (acetic anhydride). Starting materials: BrC1=C(C=C2CCN(C(C2=C1)C(=O)O)C(C(=O)N(CCOCC#CC1=CN=CS1)C(C)(C)C)=O)OC (7-bromo-2-(2-(tert-butyl(2-(3-(thiazol-5-yl)prop-2-ynyloxy)ethyl)amino)-2-oxoacetyl)-6-methoxy-1,2,3,4-tetrahydroisoquinoline-1-carboxylic acid), C(C)(=O)[O-].[Na+] (sodium acetate), anhydride, C(C)(=O)OCC (ethyl acetate), ice water, [NH4+].[OH-] (NH4OH). Reported procedure: A solution of 480 mg of 11h in 7 ml of acetic anhydride and 500 mg of anhydrous sodium acetate was heated at 105° C. for 30 min. The reaction mixture was cooled and treated with 40 ml of ice-water and stirred for 1 hr at ambient temperature to break down excess anhydride. Then, 30 ml of ethyl acetate was added and the stirred mixture was treated with cold conc. aq. NH4OH, to adjust the pH of the reaction mixture to slightly basic. The materials were extracted into ethyl acetate, washed with wate... The yield is 67.7%. The product is BrC=1C(=CC=2CCN3C(C2C1)=C(C1=C3C(N(CCOC1)C(C)(C)C)=O)C1=CN=CS1)OC (2-bromo-9-tert-butyl-3-methoxy-14-(1,3-thiazol-5-yl)-5,6,10,11-tetrahydro-9H-[1,4]oxazocino[7′,6′:4,5]pyrrolo[2,1-a]isoquinolin-8(13H)-one). Reaction conditions: time 1 hour. Starting materials: CN(C)S(=O)(=O)Cl, Cc1ccccc1, CN(C)c1ccncc1, CCOC(C)=O, CCCc1c(O)cc2oc3cc(Cl)cn3c(=O)c2c1O. The product is CCCc1c(OS(=O)(=O)N(C)C)cc2oc3cc(Cl)cn3c(=O)c2c1O. Reaction SMILES: [CH3:21][N:22]([S:23](=[O:24])(=[O:25])[Cl:26])[CH3:27].[CH3:28][c:29]1[cH:30][cH:31][cH:32][cH:33][cH:34]1.[CH3:35][N:36]([CH3:37])[c:38]1[cH:39][cH:40][n:41][cH:42][cH:43]1.[CH3:44][CH2:45][O:46][C:47](=[O:48])[CH3:49].[Cl:1][c:2]1[cH:3][c:4]2[o:5][c:6]3[c:7]([c:8](=[O:11])[n:9]2[cH:10]1)[c:12]([OH:20])[c:13]([CH2:17][CH2:18][CH3:19])[c:14]([OH:16])[cH:15]3>>[Cl:1][c:2]1[cH:3][c:4]2[o:5][c:6]3[c:7]([c:8](=[O:11])[n:9]2[cH:10]1)[c:12]([OH:20])[c:13]([CH2:17][CH2:18][CH3:19])[c:14]([O:16][S:23]([N:22]([CH3:21])[CH3:27])(=[O:24])=[O:25])[cH:15]3. The reactants are C1(CC1)N1C=C(C(C2=CC(=C(C(=C12)C)C=1C=C2CN(CC2=CC1)S(=O)(=O)C1=CC=C(C=C1)C)F)=O)C(=O)OCC (ethyl 1-cyclopropyl-6-fluoro-8-methyl-7-[2-(p-toluenesulfonyl)isoindolin-5-yl]-1,4-dihydro-4-oxoquinoline-3-carboxylate), Cl (hydrochloric acid), [OH-].[Na+] (sodium hydroxide), O1CCOCC1 (dioxane). Run in C(C)O (ethanol). Reaction conditions: time 2 hour. Product: C1(CC1)N1C=C(C(C2=CC(=C(C(=C12)C)C=1C=C2CN(CC2=CC1)S(=O)(=O)C1=CC=C(C=C1)C)F)=O)C(=O)O (1-cyclopropyl-6-fluoro-8-methyl-7-[2-(p-toluenesulfonyl)isoindolin-5-yl]-1,4-dihydro-4-oxoquinoline-3-carboxylic acid). Reaction SMILES: [CH:1]1([N:4]2[C:13]3[C:8](=[CH:9][C:10]([F:34])=[C:11]([C:15]4[CH:16]=[C:17]5[C:21](=[CH:22][CH:23]=4)[CH2:20][N:19]([S:24]([C:27]4[CH:32]=[CH:31][C:30]([CH3:33])=[CH:29][CH:28]=4)(=[O:26])=[O:25])[CH2:18]5)[C:12]=3[CH3:14])[C:7](=[O:35])[C:6]([C:36]([O:38]CC)=[O:37])=[CH:5]2)[CH2:3][CH2:2]1.[OH-].[Na+].O1CCOCC1.Cl>C(O)C>[CH:1]1([N:4]2[C:13]3[C:8](=[CH:9][C:10]([F:34])=[C:11]([C:15]4[CH:16]=[C:17]5[C:21](=[CH:22][CH:23]=4)[CH2:20][N:19]([S:24]([C:27]4[CH:32]=[CH:31][C:30]([CH3:33])=[CH:29][CH:28]=4)(=[O:26])=[O:25])[CH2:18]5)[C:12]=3[CH3:14])[C:7](=[O:35])[C:6]([C:36]([OH:38])=[O:37])=[CH:5]2)[CH2:3][CH2:2]1 |f:1.2|. Procedure details: In 3 ml of ethanol was suspended 0.30 g of ethyl 1-cyclopropyl-6-fluoro-8-methyl-7-[2-(p-toluenesulfonyl)isoindolin-5-yl]-1,4-dihydro-4-oxoquinoline-3-carboxylate, and 3 ml of 1N aqueous sodium hydroxide solution and 3 ml of dioxane were added to the suspension, after which the resulting mixture was stirred at room temperature for two hours. To the reaction mixture was added 3 ml of 1N hydrochloric acid, and the crystals thus formed were collected by filtration, to obtain 0.27 g of colorless, cr... The reactants are O=C([O-])O, O=C1CCC(OCc2ccccc2)CC1, CO, COC(OC)OC, ClCCl, [Na+], Cc1ccc(S(=O)(=O)O)cc1. Product: COC1(OC)CCC(OCc2ccccc2)CC1. RXN SMILES: [C:34](=[O:35])([OH:36])[O-:37].[CH2:19]([c:20]1[cH:21][cH:22][cH:23][cH:24][cH:25]1)[O:26][CH:27]1[CH2:28][CH2:29][C:30](=[O:33])[CH2:31][CH2:32]1.[CH3:39][OH:40].[CH:1]([O:2][CH3:3])([O:4][CH3:5])[O:6][CH3:7].[Cl:41][CH2:42][Cl:43].[Na+:38].[c:8]1([CH3:9])[cH:10][cH:11][c:12]([S:13]([OH:14])(=[O:15])=[O:16])[cH:17][cH:18]1>>[C:1]1([O:4][CH3:5])([O:6][CH3:7])[CH2:29][CH2:28][CH:27]([O:26][CH2:19][c:20]2[cH:21][cH:22][cH:23][cH:24][cH:25]2)[CH2:32][CH2:31]1. Starting materials: CCOC(C)=O, CC(C(CC1CCC(c2ccccc2)CC1)C(=O)Oc1c(F)c(F)c(F)c(F)c1F)N(C=O)OC1CCCCO1, CN(C)C=O, On1nnc2ccccc21, CC(C)(C)C(N)C(=O)Nc1nccs1. Yields the product CC(C(CC1CCC(c2ccccc2)CC1)C(=O)NC(C(=O)Nc1nccs1)C(C)(C)C)N(C=O)OC1CCCCO1. Reaction SMILES: [CH3:65][CH2:66][O:67][C:68]([CH3:69])=[O:70].[CH:1](=[O:2])[N:3]([CH:4]([CH:5]([C:6](=[O:7])[O:8][c:9]1[c:10]([F:11])[c:12]([F:13])[c:14]([F:15])[c:16]([F:17])[c:18]1[F:19])[CH2:20][CH:21]1[CH2:22][CH2:23][CH:24]([c:27]2[cH:28][cH:29][cH:30][cH:31][cH:32]2)[CH2:25][CH2:26]1)[CH3:33])[O:34][CH:35]1[O:36][CH2:37][CH2:38][CH2:39][CH2:40]1.[O:71]=[CH:72][N:73]([CH3:74])[CH3:75].[OH:55][n:56]1[c:57]2[c:58]([cH:59][cH:60][cH:61][cH:62]2)[n:63][n:64]1.[s:41]1[c:42]([NH:46][C:47]([CH:48]([C:49]([CH3:50])([CH3:51])[CH3:52])[NH2:53])=[O:54])[n:43][cH:44][cH:45]1>>[CH:1](=[O:2])[N:3]([CH:4]([CH:5]([C:6](=[O:7])[NH:53][CH:48]([C:47]([NH:46][c:42]1[s:41][cH:45][cH:44][n:43]1)=[O:54])[C:49]([CH3:50])([CH3:51])[CH3:52])[CH2:20][CH:21]1[CH2:22][CH2:23][CH:24]([c:27]2[cH:28][cH:29][cH:30][cH:31][cH:32]2)[CH2:25][CH2:26]1)[CH3:33])[O:34][CH:35]1[O:36][CH2:37][CH2:38][CH2:39][CH2:40]1.